Dataset: the Open Reaction Database (ORD), a public repository of structured organic reaction records. Task: describe an organic reaction: reactants, conditions, products, and yield Starting materials: CCOC(C)=O, CS(C)=O, CCOC(=O)C(C)(C)c1cn2nc(Cl)ccc2n1, [Na+], [Na+], O=C([O-])[O-], O, NCCCN1CCC(OC(c2ccccc2)c2ccccc2)CC1. Product: CCOC(=O)C(C)(C)c1cn2nc(NCCCN3CCC(OC(c4ccccc4)c4ccccc4)CC3)ccc2n1. Reaction SMILES: [CH3:49][CH2:50][O:51][C:52](=[O:53])[CH3:54].[CH3:55][S:56](=[O:57])[CH3:58].[Cl:25][c:26]1[cH:27][cH:28][c:29]2[n:30]([n:31]1)[cH:32][c:33]([C:35]([C:36](=[O:37])[O:38][CH2:39][CH3:40])([CH3:41])[CH3:42])[n:34]2.[Na+:43].[Na+:44].[O-:45][C:46](=[O:47])[O-:48].[OH2:59].[c:1]1([CH:7]([O:8][CH:9]2[CH2:10][CH2:11][N:12]([CH2:15][CH2:16][CH2:17][NH2:18])[CH2:13][CH2:14]2)[c:19]2[cH:20][cH:21][cH:22][cH:23][cH:24]2)[cH:2][cH:3][cH:4][cH:5][cH:6]1>>[c:1]1([CH:7]([O:8][CH:9]2[CH2:10][CH2:11][N:12]([CH2:15][CH2:16][CH2:17][NH:18][c:26]3[cH:27][cH:28][c:29]4[n:30]([n:31]3)[cH:32][c:33]([C:35]([C:36](=[O:37])[O:38][CH2:39][CH3:40])([CH3:41])[CH3:42])[n:34]4)[CH2:13][CH2:14]2)[c:19]2[cH:20][cH:21][cH:22][cH:23][cH:24]2)[cH:2][cH:3][cH:4][cH:5][cH:6]1. Reactants: C(C)OC(C(CC(C)C)C=1C=C(C=C(C1)OS(=O)(=O)C(F)(F)F)C1=CC=C(C=C1)C(F)(F)F)=O (4-Methyl-2-(5-trifluoromethanesulfonyloxy-4′-trifluoromethyl-biphenyl-3-yl)-pentanoic acid ethyl ester), compound 1g, N1=C(C=CC=C1)B1OC(C)(C)C(C)(C)O1 (2-pyridine boronic acid pinacol ester), C(=O)([O-])[O-].[Na+].[Na+] (Na2CO3). Reagents/catalysts: C=1C=CC(=CC1)[P](C=2C=CC=CC2)(C=3C=CC=CC3)[Pd]([P](C=4C=CC=CC4)(C=5C=CC=CC5)C=6C=CC=CC6)([P](C=7C=CC=CC7)(C=8C=CC=CC8)C=9C=CC=CC9)[P](C=1C=CC=CC1)(C=1C=CC=CC1)C=1C=CC=CC1 (tetrakis(triphenylphosphine)palladium). The solvent is C(OC)COC (dimethoxyethane). Reaction conditions: temperature 80 celsius. The product is C(C)OC(C(CC(C)C)C=1C=C(C=C(C1)C1=NC=CC=C1)C1=CC=C(C=C1)C(F)(F)F)=O (4-Methyl-2-(5-pyridin-2-yl-4′-trifluoromethyl-biphenyl-3-yl)-pentanoic acid ethyl ester). The yield is 33.0%. As a reaction SMILES: [CH2:1]([O:3][C:4](=[O:34])[CH:5]([C:10]1[CH:11]=[C:12]([C:24]2[CH:29]=[CH:28][C:27]([C:30]([F:33])([F:32])[F:31])=[CH:26][CH:25]=2)[CH:13]=[C:14](OS(C(F)(F)F)(=O)=O)[CH:15]=1)[CH2:6][CH:7]([CH3:9])[CH3:8])[CH3:2].[N:35]1[CH:40]=[CH:39][CH:38]=[CH:37][C:36]=1B1OC(C)(C)C(C)(C)O1.C([O-])([O-])=O.[Na+].[Na+]>C(COC)OC.C1C=CC([P]([Pd]([P](C2C=CC=CC=2)(C2C=CC=CC=2)C2C=CC=CC=2)([P](C2C=CC=CC=2)(C2C=CC=CC=2)C2C=CC=CC=2)[P](C2C=CC=CC=2)(C2C=CC=CC=2)C2C=CC=CC=2)(C2C=CC=CC=2)C2C=CC=CC=2)=CC=1>[CH2:1]([O:3][C:4](=[O:34])[CH:5]([C:10]1[CH:11]=[C:12]([C:24]2[CH:25]=[CH:26][C:27]([C:30]([F:32])([F:33])[F:31])=[CH:28][CH:29]=2)[CH:13]=[C:14]([C:36]2[CH:37]=[CH:38][CH:39]=[CH:40][N:35]=2)[CH:15]=1)[CH2:6][CH:7]([CH3:9])[CH3:8])[CH3:2] |f:2.3.4,^1:65,67,86,105|. Procedure: To a solution of 4-Methyl-2-(5-trifluoromethanesulfonyloxy-4′-trifluoromethyl-biphenyl-3-yl)-pentanoic acid ethyl ester, compound 1g (105 mg, 0.205 mmol) in dimethoxyethane (1.4 mL), was added 2-pyridine boronic acid pinacol ester adduct (169 mg, 0.41 mmol), and 2M Na2CO3 (0.31 ml, 0.614 mmol). The mixture was degassed, tetrakis(triphenylphosphine)palladium (0) (24.0 mg, 0.02 mmol) was added and the mixture was degassed again, and then heated to 80° C. overnight. The reaction was cooled to room ... Reactants: [H-].[Na+] (sodium hydride), O1CCOC12CC(CCC2)CO (1,4-dioxaspiro[4.5]decan-7-methanol), O1CCCC1 (tetrahydrofuran), O1CCCC1 (tetrahydrofuran), CCOCC (ether), C(C1=CC=CC=C1)Br (benzylbromide). Conditions: time 30 minute. Product: C1(=CC=CC=C1)COCC1CCC2(C(CCC2=O)=O)CC1 (8-[(Phenylmethoxy)methyl]-1,4-dioxospiro[4.5]decane). Yield: 85.0%. Reaction SMILES: [H-].[Na+].O1[C:7]2([CH2:12][CH2:11][CH2:10][CH:9]([CH2:13][OH:14])[CH2:8]2)OCC1.[CH2:15](Br)[C:16]1[CH:21]=[CH:20][CH:19]=[CH:18][CH:17]=1.CC[O:25][CH2:26][CH3:27].[O:28]1CC[CH2:30][CH2:29]1>>[C:16]1([CH2:15][O:14][CH2:13][CH:9]2[CH2:8][CH2:7][C:12]3([C:29](=[O:28])[CH2:30][CH2:27][C:26]3=[O:25])[CH2:11][CH2:10]2)[CH:21]=[CH:20][CH:19]=[CH:18][CH:17]=1 |f:0.1|. Procedure: To a solution of sodium hydride (2.5 g, 105 mmole) in dry tetrahydrofuran (150 ml) was added via an addition funnel a solution of the 1,4-dioxaspiro[4.5]decan-7-methanol (Berkowitz, W. F., et al, J. Org. Chem., 1987, 52, 1119), (15 g, 87.1 mmol) and dry tetrahydrofuran (25 ml). After stirring 30 minutes, benzylbromide (11.4 ml, 95.8 mmol) was added. The mixture was stirred for 4 days at room temperature. The reaction mixture was poured onto water and the organics layered with ether. The ether la... The reactants are C(=O)(OCC1=CC=CC=C1)NCCCC[C@H](N)C(=O)O (N6-Carbobenzyloxy-L-lysine), C(\C=C/C(=O)O)(=O)O (maleic acid), Cl (HCl). Solvent: [OH-].[Na+] (NaOH). Run at time 5 hour. Yields the product N[C@@H](CC(O)=O)C(=O)O (Asp). As a reaction SMILES: C([NH:11]CCCC[C@@H](C(O)=O)N)(OCC1C=CC=CC=1)=O.[C:21]([OH:28])(=[O:27])/[CH:22]=[CH:23]\[C:24]([OH:26])=[O:25].Cl>[OH-].[Na+]>[NH2:11][C@H:22]([C:21]([OH:28])=[O:27])[CH2:23][C:24](=[O:26])[OH:25] |f:3.4|. Procedure details: N6-Carbobenzyloxy-L-lysine (6.15 g) and excess maleic acid (17.6 g) were dissolved in 2 M NaOH (35 mL). The solution was refluxed for 24 hr and allowed to cool to ambient. The pH was adjusted to 3 with 6 M HCl and chilled. The mixture was filtered to remove the unreacted maleic acid which was washed with water (15 mL). The filtrate and washings were combined and evaporated. The residue was dissolved in 4% ammonium formate (120 mL) and degassed briefly. 10% Pd/C (600 mg) was added and the mixture... The reactants are ClC[C@@H](CNC1=CC(=C(C=C1)N1CCOCC1)F)O (N-[3-Chloro-2-(R)-hydroxypropyl]-3-fluoro-4-morpholinyl aniline), C1(C=2C(C(N1)=O)=CC=CC2)=O.[K] (potassium phthalimide), CN(C=O)C (Dimethyl formamide). Solvent: O (water). The product is C1(C=2C(C(N1C[C@@H](CNC1=CC(=C(C=C1)N1CCOCC1)F)O)=O)=CC=CC2)=O (N-[3-pthalimido-2-(R)-hydroxypropyl]-3-fluoro-4-(morpholinyl)aniline). As a reaction SMILES: Cl[CH2:2][C@H:3]([OH:19])[CH2:4][NH:5][C:6]1[CH:11]=[CH:10][C:9]([N:12]2[CH2:17][CH2:16][O:15][CH2:14][CH2:13]2)=[C:8]([F:18])[CH:7]=1.[C:20]1(=[O:30])[NH:24][C:23](=[O:25])[C:22]2=[CH:26][CH:27]=[CH:28][CH:29]=[C:21]12.[K].CN(C)C=O>O>[C:20]1(=[O:30])[N:24]([CH2:2][C@H:3]([OH:19])[CH2:4][NH:5][C:6]2[CH:11]=[CH:10][C:9]([N:12]3[CH2:17][CH2:16][O:15][CH2:14][CH2:13]3)=[C:8]([F:18])[CH:7]=2)[C:23](=[O:25])[C:22]2=[CH:26][CH:27]=[CH:28][CH:29]=[C:21]12 |f:1.2,^1:30|. Procedure details: The mixture of (N-[3-Chloro-2-(R)-hydroxypropyl]-3-fluoro-4-morpholinyl aniline obtained in example 1, potassium phthalimide (40 gm) and Dimethyl formamide (400 ml) is heated for 5 hours at reflux temperature. The reaction mixture is cooled to ambient temperature, poured in to water (2 L) and filtered the solid obtained, and recrystallized from isopropyl alcohol to give 50 gm N-[3-pthalimido-2-(R)-hydroxypropyl]-3-fluoro-4-(morpholinyl)aniline. Starting materials: ClC1=C(OC(C(=O)[O-])(C)C)C=CC(=C1Cl)CCC(=O)C=1SC(=CC1)C1=CC=C(C=C1)SC (2-(2,3-dichloro-4-(3-(5-(4-(methylthio)phenyl)thien-2-yl)-3-oxopropyl)phenoxy)-2-methylpropanoate), FC(C(=O)O)(F)F (trifluoroacetic acid). Conditions: time 18 hour. Yields the product ClC1=C(OC(C(=O)O)(C)C)C=CC(=C1Cl)CCC(=O)C=1SC(=CC1)C1=CC=C(C=C1)SC (2-(2,3-Dichloro-4-(3-(5-(4-(methylthio)phenyl)thien-2-yl)-3-oxopropyl)-phenoxy)-2-methylpropanoic acid). Reaction SMILES: [Cl:1][C:2]1[C:14]([Cl:15])=[C:13]([CH2:16][CH2:17][C:18]([C:20]2[S:21][C:22]([C:25]3[CH:30]=[CH:29][C:28]([S:31][CH3:32])=[CH:27][CH:26]=3)=[CH:23][CH:24]=2)=[O:19])[CH:12]=[CH:11][C:3]=1[O:4][C:5]([CH3:10])([CH3:9])[C:6]([O-:8])=[O:7].FC(F)(F)C(O)=O>>[Cl:1][C:2]1[C:14]([Cl:15])=[C:13]([CH2:16][CH2:17][C:18]([C:20]2[S:21][C:22]([C:25]3[CH:26]=[CH:27][C:28]([S:31][CH3:32])=[CH:29][CH:30]=3)=[CH:23][CH:24]=2)=[O:19])[CH:12]=[CH:11][C:3]=1[O:4][C:5]([CH3:10])([CH3:9])[C:6]([OH:8])=[O:7]. Procedure: 2-(2,3-Dichloro-4-(3-(5-(4-(methylthio)phenyl)thien-2-yl)-3-oxopropyl)-phenoxy)-2-methylpropanoic acid is prepared from 2-(2,3-dichloro-4-(3-(5-(4-(methylthio)phenyl)thien-2-yl)-3-oxopropyl)phenoxy)-2-methylpropanoate according to general procedure E using 10 equivalents of trifluoroacetic acid. After stirring for 18 hours at room temperature, the reaction mixture is washed with water and then the dichloromethane is removed by evaporation under reduced pressure. The evaporation residue is purifi...